Dataset: the Open Reaction Database (ORD), a public repository of structured organic reaction records. Task: describe an organic reaction: reactants, conditions, products, and yield Reactants: C=CCNC(=O)c1cnc2c(OC)cccc2c1Cl, CCc1ccccc1N, C1COCCO1. Yields the product C=CCNC(=O)c1cnc2c(OC)cccc2c1Nc1ccccc1CC, Cl. Reaction SMILES: [CH2:1]([CH:2]=[CH2:3])[NH:4][C:5](=[O:6])[c:7]1[cH:8][n:9][c:10]2[c:11]([O:18][CH3:19])[cH:12][cH:13][cH:14][c:15]2[c:16]1[Cl:17].[CH2:20]([CH3:21])[c:22]1[c:23]([NH2:24])[cH:25][cH:26][cH:27][cH:28]1.[O:29]1[CH2:30][CH2:31][O:32][CH2:33][CH2:34]1>>[CH2:1]([CH:2]=[CH2:3])[NH:4][C:5](=[O:6])[c:7]1[cH:8][n:9][c:10]2[c:11]([O:18][CH3:19])[cH:12][cH:13][cH:14][c:15]2[c:16]1[NH:24][c:23]1[c:22]([CH2:20][CH3:21])[cH:28][cH:27][cH:26][cH:25]1.[ClH:17]. Reactants: COC(=O)C1(CCCC1)NS(=O)(=O)C1=C(C(=CC=C1)Cl)C (methyl-1-(3-chloro-2-methylphenylsulfonamido)cyclopentanecarboxylate), C1CCOC1 (THF), CO (methanol), O[Li].O (LiOH.H2O). Solvent: O (H2O). Run at time 12 hour. The product is ClC=1C(=C(C=CC1)S(=O)(=O)NC1(CCCC1)C(=O)O)C (1-(3-chloro-2-methylphenylsulfonamido)cyclopentanecarboxylic acid). Isolated yield 98.2%. Reaction SMILES: C[O:2][C:3]([C:5]1([NH:10][S:11]([C:14]2[CH:19]=[CH:18][CH:17]=[C:16]([Cl:20])[C:15]=2[CH3:21])(=[O:13])=[O:12])[CH2:9][CH2:8][CH2:7][CH2:6]1)=[O:4].C1COCC1.CO.O[Li].O>O>[Cl:20][C:16]1[C:15]([CH3:21])=[C:14]([S:11]([NH:10][C:5]2([C:3]([OH:4])=[O:2])[CH2:9][CH2:8][CH2:7][CH2:6]2)(=[O:13])=[O:12])[CH:19]=[CH:18][CH:17]=1 |f:3.4|. Reported procedure: methyl-1-(3-chloro-2-methylphenylsulfonamido)cyclopentanecarboxylate (550 mg, 1.65 mmol) was charged and dissolved through addition of THF (5 ml), and methanol (5 ml). LiOH.H2O dissolved in H2O (5 ml) was added thereto, followed by stirring for 12 hours at room temperature. After the stirring for 12 hours, the resultant solution was vacuum-evaporated, adjusted with 2N—HCl to pH 5-6, and extracted with EA (×2). The organic layer was dried with MgSO4, and filtered. Then, through vacuum distillatio... Reactants: C1(=CC=CC=C1)NC1(CCN(CC1)CCC1=CC=CC=C1)CO (4-(N-phenylamino)-1-(2-phenylethyl)-4-piperidinylmethanol), [N+](=[N-])=C (diazomethane). Procedure: To a stirred mixture of 4-(N-phenylamino)-1-(2-phenylethyl)-4-piperidinylmethanol (0.100 g) and silica (0.5 g) in ether (5 ml) at room temperature was added an excess of ethereal diazomethane, and the mixture stirred at room temperature until no more colour remained. The reaction mixture was filtered and the filtrate concentrated to give an oil. Purification on silica gel using chloroform-methanol 38:1 as eluant gave the title compound (0.052 g). Product: COCC1(CCN(CC1)CCC1=CC=CC=C1)NC1=CC=CC=C1 (4-Methoxymethyl-4-(N-phenylamino)-1-(2-phenylethyl)piperidine). Solvent: CCOCC (ether). RXN SMILES: [C:1]1([NH:7][C:8]2([CH2:22][OH:23])[CH2:13][CH2:12][N:11]([CH2:14][CH2:15][C:16]3[CH:21]=[CH:20][CH:19]=[CH:18][CH:17]=3)[CH2:10][CH2:9]2)[CH:6]=[CH:5][CH:4]=[CH:3][CH:2]=1.[N+](=[CH2:26])=[N-]>CCOCC>[CH3:26][O:23][CH2:22][C:8]1([NH:7][C:1]2[CH:2]=[CH:3][CH:4]=[CH:5][CH:6]=2)[CH2:13][CH2:12][N:11]([CH2:14][CH2:15][C:16]2[CH:21]=[CH:20][CH:19]=[CH:18][CH:17]=2)[CH2:10][CH2:9]1.